Dataset: the Open Reaction Database (ORD), a public repository of structured organic reaction records. Task: describe an organic reaction: reactants, conditions, products, and yield Reactants: [Na+].C(#N)C1=CC(=C(C=C1)NS([O-])(=O)=O)OC (N-(4-cyano-2-methoxyphenyl)-sulfamic acid sodium salt), P(Cl)(Cl)(Cl)(Cl)Cl (phosphorous pentachloride). Run in O=P(Cl)(Cl)Cl (POCl3). Yields the product C(#N)C1=CC(=C(C=C1)NS(=O)(=O)Cl)OC (N-(4-cyano-2-methoxyphenyl)-sulfamoyl chloride). As a reaction SMILES: [Na+].[C:2]([C:4]1[CH:9]=[CH:8][C:7]([NH:10][S:11](=O)(=[O:13])[O-:12])=[C:6]([O:15][CH3:16])[CH:5]=1)#[N:3].P(Cl)(Cl)(Cl)(Cl)[Cl:18]>O=P(Cl)(Cl)Cl>[C:2]([C:4]1[CH:9]=[CH:8][C:7]([NH:10][S:11]([Cl:18])(=[O:13])=[O:12])=[C:6]([O:15][CH3:16])[CH:5]=1)#[N:3] |f:0.1|. Reported procedure: To a soultion of N-(4-cyano-2-methoxyphenyl)-sulfamic acid sodium salt (1 mmol) at 0° C. in POCl3 (1 mL) is added phosphorous pentachloride (1.2 mmol). Upon reaction completion, the reaction mixture is concentrated and the crude material will be carried onto the next step without further purification. Reactants: Cc1c([N+](=O)[O-])cc(C#N)c2nc[nH]c12, CO. Product: Cc1c(N)cc(C#N)c2nc[nH]c12. RXN SMILES: [C:1](#[N:2])[c:3]1[cH:4][c:5]([N+:13]([O-:14])=[O:15])[c:6]([CH3:12])[c:7]2[c:8]1[n:9][cH:10][nH:11]2.[CH3:16][OH:17]>>[C:1](#[N:2])[c:3]1[cH:4][c:5]([NH2:13])[c:6]([CH3:12])[c:7]2[c:8]1[n:9][cH:10][nH:11]2. The reactants are O=C(O)c1ccncc1Br, Nc1cc(C(F)(F)F)ccc1O, c1ccncc1. The product is O=C(Nc1cc(C(F)(F)F)ccc1O)c1ccncc1Br. As a reaction SMILES: [Br:1][c:2]1[c:3]([C:4](=[O:5])[OH:6])[cH:7][cH:8][n:9][cH:10]1.[NH2:11][c:12]1[c:13]([OH:22])[cH:14][cH:15][c:16]([C:18]([F:19])([F:20])[F:21])[cH:17]1.[cH:23]1[cH:24][cH:25][n:26][cH:27][cH:28]1>>[Br:1][c:2]1[c:3]([C:4](=[O:6])[NH:11][c:12]2[c:13]([OH:22])[cH:14][cH:15][c:16]([C:18]([F:19])([F:20])[F:21])[cH:17]2)[cH:7][cH:8][n:9][cH:10]1. Starting materials: C1CCOC1, Nc1ccc(CCC(=O)O)cc1, O=C1Nc2cc(C(=O)c3cccc(NC(=O)c4cccs4)c3)ccc2C1=CO. Yields the product O=C(O)CCc1ccc(NC=C2C(=O)Nc3cc(C(=O)c4cccc(NC(=O)c5cccs5)c4)ccc32)cc1. As a reaction SMILES: [CH2:41]1[O:42][CH2:43][CH2:44][CH2:45]1.[NH2:29][c:30]1[cH:31][cH:32][c:33]([CH2:36][CH2:37][C:38](=[O:39])[OH:40])[cH:34][cH:35]1.[OH:1][CH:2]=[C:3]1[C:4](=[O:28])[NH:5][c:6]2[cH:7][c:8]([C:12](=[O:13])[c:14]3[cH:15][c:16]([NH:20][C:21](=[O:22])[c:23]4[s:24][cH:25][cH:26][cH:27]4)[cH:17][cH:18][cH:19]3)[cH:9][cH:10][c:11]21>>[CH:2](=[C:3]1[C:4](=[O:28])[NH:5][c:6]2[cH:7][c:8]([C:12](=[O:13])[c:14]3[cH:15][c:16]([NH:20][C:21](=[O:22])[c:23]4[s:24][cH:25][cH:26][cH:27]4)[cH:17][cH:18][cH:19]3)[cH:9][cH:10][c:11]21)[NH:29][c:30]1[cH:31][cH:32][c:33]([CH2:36][CH2:37][C:38](=[O:39])[OH:40])[cH:34][cH:35]1. Product: CN1C(=O)Cc2cc([N+](=O)[O-])ccc21. The reactants are CN1C(=O)Cc2ccccc21, O=[N+]([O-])O, O=S(=O)(O)O. RXN SMILES: [CH3:1][N:2]1[C:3](=[O:11])[CH2:4][c:5]2[cH:6][cH:7][cH:8][cH:9][c:10]21.[OH:12][N+:13]([O-:14])=[O:15].[S:16](=[O:17])(=[O:18])([OH:19])[OH:20]>>[CH3:1][N:2]1[C:3](=[O:11])[CH2:4][c:5]2[cH:6][c:7]([N+:13](=[O:12])[O-:14])[cH:8][cH:9][c:10]21. Starting materials: COC(=O)[C@H]1N(C[C@@H](C1)S(=O)(=O)CC1CC1)C(CC(C)=O)=S ((2S,4R)-4-cyclopropylmethanesulfonyl-1-(3-oxo-thiobutyryl)-pyrrolidine-2-carboxylic acid methyl ester), C1(=CC=CC=C1)CCNN (1-(2-phenylethyl)hydrazine). The product is COC(=O)[C@H]1N(C[C@@H](C1)S(=O)(=O)CC1CC1)C=1N(N=C(C1)C)CCC1=CC=CC=C1 ((2S,4R)-4-Cyclopropylmethanesulfonyl-1-(5-methyl-2-phenethyl-2H-pyrazol-3-yl)-pyrrolidine-2-carboxylic acid methyl ester). As a reaction SMILES: [CH3:1][O:2][C:3]([C@@H:5]1[CH2:9][C@@H:8]([S:10]([CH2:13][CH:14]2[CH2:16][CH2:15]2)(=[O:12])=[O:11])[CH2:7][N:6]1[C:17](=S)[CH2:18][C:19](=O)[CH3:20])=[O:4].[C:23]1([CH2:29][CH2:30][NH:31][NH2:32])[CH:28]=[CH:27][CH:26]=[CH:25][CH:24]=1>>[CH3:1][O:2][C:3]([C@@H:5]1[CH2:9][C@@H:8]([S:10]([CH2:13][CH:14]2[CH2:16][CH2:15]2)(=[O:12])=[O:11])[CH2:7][N:6]1[C:17]1[N:31]([CH2:30][CH2:29][C:23]2[CH:28]=[CH:27][CH:26]=[CH:25][CH:24]=2)[N:32]=[C:19]([CH3:20])[CH:18]=1)=[O:4]. Procedure: In analogy to the procedure described in example 192 h, (2S,4R)-4-cyclopropylmethanesulfonyl-1-(3-oxo-thiobutyryl)-pyrrolidine-2-carboxylic acid methyl ester (example 445c) was reacted with 1-(2-phenylethyl)hydrazine (CAS Reg. No. 51-71-8) to give the title compound as brown solid. MS (ESI): m/z=432.6 [M+H]+. The reactants are N[C@@H](CC1=CC=C(C=C1)C#N)C(=O)O (H-Phe(4-CN)—OH), ClC(=O)OCC=C (allyl chloroformate). The solvent is [OH-].[Na+] (NaOH), [OH-].[Na+] (NaOH), [OH-].[Na+] (NaOH). Conditions: temperature 0 celsius, time 30 minute. The product is N([C@@H](CC1=CC=C(C=C1)C#N)C(=O)O)C(=O)OCC=C (Alloc-Phe(4-CN)—OH). RXN SMILES: [NH2:1][C@H:2]([C:12]([OH:14])=[O:13])[CH2:3][C:4]1[CH:9]=[CH:8][C:7]([C:10]#[N:11])=[CH:6][CH:5]=1.Cl[C:16]([O:18][CH2:19][CH:20]=[CH2:21])=[O:17]>[OH-].[Na+]>[NH:1]([C:16]([O:18][CH2:19][CH:20]=[CH2:21])=[O:17])[C@H:2]([C:12]([OH:14])=[O:13])[CH2:3][C:4]1[CH:5]=[CH:6][C:7]([C:10]#[N:11])=[CH:8][CH:9]=1 |f:2.3|. Reported procedure: 5.7 g (30 mmol) of H-Phe(4-CN)—OH were dissolved in 100 ml of 1M NaOH with addition of 2M NaOH to pH=10 with ice cooling. With vigorous stirring, allyl chloroformate (7.5 ml) was slowly added (pH kept at 10 by 2M NaOH). The reaction mixture was stirred at 0° C. for 15 min and at RT for 30 min, acidified with HCI to pH=2, extracted with ethyl acetate (3 times), dried with MgSO4, and evaporated. The residue was recrystallized from ethyl acetate/hexane to give a white solid. Yield: 7.0 g (85%). The reactants are CCCCC1=NC2(CCCC2)C(=O)N1, CCCC[N+](CCCC)(CCCC)CCCC, Cc1ccccc1, Cl, BrCc1ccc(I)cc1, [K+], [OH-], O, O=S(=O)([O-])O. Product: CCCCC1=NC2(CCCC2)C(=O)N1Cc1ccc(I)cc1. Reaction SMILES: [CH2:2]([CH2:3][CH2:4][CH3:5])[C:6]1=[N:7][C:8]2([C:9](=[O:11])[NH:10]1)[CH2:12][CH2:13][CH2:14][CH2:15]2.[CH2:32]([N+:33]([CH2:34][CH2:35][CH2:36][CH3:37])([CH2:38][CH2:39][CH2:40][CH3:41])[CH2:42][CH2:43][CH2:44][CH3:45])[CH2:46][CH2:47][CH3:48].[CH3:49][c:50]1[cH:51][cH:52][cH:53][cH:54][cH:55]1.[ClH:1].[I:18][c:19]1[cH:20][cH:21][c:22]([CH2:23][Br:24])[cH:25][cH:26]1.[K+:17].[OH-:16].[OH2:56].[S:27](=[O:28])(=[O:29])([OH:30])[O-:31]>>[CH2:2]([CH2:3][CH2:4][CH3:5])[C:6]1=[N:7][C:8]2([C:9](=[O:11])[N:10]1[CH2:23][c:22]1[cH:21][cH:20][c:19]([I:18])[cH:26][cH:25]1)[CH2:12][CH2:13][CH2:14][CH2:15]2. Starting materials: Cl.Cl.COC=1C=C(C=CC1OC)CCNCC(COC=1N=NC(=CC1)NN)O ((RS)-3-[3-[[2-(3,4-dimethoxyphenyl)ethyl]amino]-2-hydroxypropoxy]-6-hydrazinopyridazine dihydrochloride), C(C(C)C)=O (isobutyraldehyde). Yields the product Cl.Cl.COC=1C=C(C=CC1OC)CCNCC(COC=1N=NC(=CC1)NN=CC(C)C)O ((RS)-3-(3-((2-(3,4-Dimethoxyphenyl)ethyl]amino]-2-hydroxypropoxy]-6-(2-methylpropylidene)hydrazinopyridazine dihydrochloride). The yield is 71.0%. Reaction SMILES: [ClH:1].Cl.[CH3:3][O:4][C:5]1[CH:6]=[C:7]([CH2:13][CH2:14][NH:15][CH2:16][CH:17]([OH:28])[CH2:18][O:19][C:20]2[N:21]=[N:22][C:23]([NH:26][NH2:27])=[CH:24][CH:25]=2)[CH:8]=[CH:9][C:10]=1[O:11][CH3:12].[CH:29](=O)[CH:30]([CH3:32])[CH3:31]>>[ClH:1].[ClH:1].[CH3:3][O:4][C:5]1[CH:6]=[C:7]([CH2:13][CH2:14][NH:15][CH2:16][CH:17]([OH:28])[CH2:18][O:19][C:20]2[N:21]=[N:22][C:23]([NH:26][N:27]=[CH:29][CH:30]([CH3:32])[CH3:31])=[CH:24][CH:25]=2)[CH:8]=[CH:9][C:10]=1[O:11][CH3:12] |f:0.1.2,4.5.6|. Procedure details: In a similar manner to Example 8 reaction of 2 g of (RS)-3-[3-[[2-(3,4-dimethoxyphenyl)ethyl]amino]-2-hydroxypropoxy]-6-hydrazinopyridazine dihydrochloride with (1.1 ml) of isobutyraldehyde afforded the title compound in 71% yield, m.p. 150°-152° C. (with decomp).